Dataset: the Open Reaction Database (ORD), a public repository of structured organic reaction records. Task: describe an organic reaction: reactants, conditions, products, and yield Yields the product CS(=O)(=O)NCC1=CC=C(C(=O)OCC(=O)O)C=C1 (2-(4-(methyl-sulfonamidomethyl)benzoyloxy)acetic acid). Procedure details: A mixture of 2-(benzyloxy)-2-oxoethyl 4-(methylsulfonamidomethyl)-benzoate (0.4 g, 1.060 mmol) and 10% w/w Pd/C (0.056 g, 0.053 mmol) in EtOAc and MeOH 1/1 (30 ml) was shaken under H2 atmosphere (25 psi) for 4 hours. The catalyst was removed by filtration and the filtrate was evaporated to dryness affording 2-(4-(methyl-sulfonamidomethyl)benzoyloxy)acetic acid (0.3 g, 1.044 mmol, 99% yield). The product was used without purification. Starting materials: CS(=O)(=O)NCC1=CC=C(C(=O)OCC(=O)OCC2=CC=CC=C2)C=C1 (2-(benzyloxy)-2-oxoethyl 4-(methylsulfonamidomethyl)-benzoate). Reaction conditions: time 4 hour. Run in CCOC(=O)C (EtOAc), C(Cl)Cl.CO (DCM MeOH). Isolated yield 98.5%. Reagents/catalysts: [Pd] (Pd/C). RXN SMILES: [CH3:1][S:2]([NH:5][CH2:6][C:7]1[CH:26]=[CH:25][C:10]([C:11]([O:13][CH2:14][C:15]([O:17]CC2C=CC=CC=2)=[O:16])=[O:12])=[CH:9][CH:8]=1)(=[O:4])=[O:3]>CCOC(C)=O.C(Cl)Cl.CO.[Pd]>[CH3:1][S:2]([NH:5][CH2:6][C:7]1[CH:26]=[CH:25][C:10]([C:11]([O:13][CH2:14][C:15]([OH:17])=[O:16])=[O:12])=[CH:9][CH:8]=1)(=[O:4])=[O:3] |f:2.3|. Starting materials: COC(=O)c1ccc(NC(=O)Nc2cnc(C)cn2)c(OC(F)(F)F)c1, CO, [Li+], [OH-], O, O. The product is Cc1cnc(NC(=O)Nc2ccc(C(=O)O)cc2OC(F)(F)F)cn1. Reaction SMILES: [CH3:1][O:2][C:3]([c:4]1[cH:5][c:6]([O:21][C:22]([F:23])([F:24])[F:25])[c:7]([NH:10][C:11](=[O:12])[NH:13][c:14]2[n:15][cH:16][c:17]([CH3:20])[n:18][cH:19]2)[cH:8][cH:9]1)=[O:26].[CH3:27][OH:28].[Li+:31].[OH-:30].[OH2:29].[OH2:32]>>[O:2]=[C:3]([c:4]1[cH:5][c:6]([O:21][C:22]([F:23])([F:24])[F:25])[c:7]([NH:10][C:11](=[O:12])[NH:13][c:14]2[n:15][cH:16][c:17]([CH3:20])[n:18][cH:19]2)[cH:8][cH:9]1)[OH:26]. Starting materials: C(C)OC(=O)C=1C=C2C(=C(C=NC2=CC1)C#N)C1=CC=CC=C1 (3-cyano-4-phenyl-quinoline-6-carboxylic acid ethyl ester), [H-] (hydride). Product: OCC=1C=C2C(=C(C=NC2=CC1)C#N)C1=CC=CC=C1 (6-hydroxymethyl-4-phenyl-quinoline-3-carbonitrile). RXN SMILES: C([O:3][C:4]([C:6]1[CH:7]=[C:8]2[C:13](=[CH:14][CH:15]=1)[N:12]=[CH:11][C:10]([C:16]#[N:17])=[C:9]2[C:18]1[CH:23]=[CH:22][CH:21]=[CH:20][CH:19]=1)=O)C.[H-]>>[OH:3][CH2:4][C:6]1[CH:7]=[C:8]2[C:13](=[CH:14][CH:15]=1)[N:12]=[CH:11][C:10]([C:16]#[N:17])=[C:9]2[C:18]1[CH:19]=[CH:20][CH:21]=[CH:22][CH:23]=1. Reported procedure: Similar procedure as described in example 61h was used, starting from 3-cyano-4-phenyl-quinoline-6-carboxylic acid ethyl ester (example 62a), and diisobutylaminum hydride to give 6-hydroxymethyl-4-phenyl-quinoline-3-carbonitrile. LC-MS m/e 261 (MH+). Reactants: [OH-].[Na+] (NaOH), C1(=CC=CC=C1)O (phenol), C(C1=CC=CC=C1)OC(=O)N1CC(N(CC1)CC=1C=C2C=CC(=NC2=CC1)Cl)=O (4-(2-chloroquinolin-6-ylmethyl)-3-oxopiperazine-1-carboxylic acid benzyl ester), [OH-].[K+] (Potassium hydroxide). Run in C(Cl)Cl (CH2Cl2). Reaction conditions: temperature 120 celsius, time 24 hour. The product is C(C1=CC=CC=C1)OC(=O)N1CC(N(CC1)CC=1C=C2C=CC(=NC2=CC1)OC1=CC=CC=C1)=O (4-(2-Phenoxyquinolin-6-ylmethyl)-3-oxopiperazine-1-carboxylic acid benzyl ester). The yield is 91.9%. As a reaction SMILES: [C:1]1([OH:7])[CH:6]=[CH:5][CH:4]=[CH:3][CH:2]=1.[CH2:8]([O:15][C:16]([N:18]1[CH2:23][CH2:22][N:21]([CH2:24][C:25]2[CH:26]=[C:27]3[C:32](=[CH:33][CH:34]=2)[N:31]=[C:30](Cl)[CH:29]=[CH:28]3)[C:20](=[O:36])[CH2:19]1)=[O:17])[C:9]1[CH:14]=[CH:13][CH:12]=[CH:11][CH:10]=1.[OH-].[K+].[OH-].[Na+]>C(Cl)Cl>[CH2:8]([O:15][C:16]([N:18]1[CH2:23][CH2:22][N:21]([CH2:24][C:25]2[CH:26]=[C:27]3[C:32](=[CH:33][CH:34]=2)[N:31]=[C:30]([O:7][C:1]2[CH:6]=[CH:5][CH:4]=[CH:3][CH:2]=2)[CH:29]=[CH:28]3)[C:20](=[O:36])[CH2:19]1)=[O:17])[C:9]1[CH:14]=[CH:13][CH:12]=[CH:11][CH:10]=1 |f:2.3,4.5|. Procedure details: A mixture of phenol (15.1 g, 160 mmol) and 4-(2-chloroquinolin-6-ylmethyl)-3-oxopiperazine-1-carboxylic acid benzyl ester (6.60 g, 16.1 mmol) is melted together at 70° C. until a homogeneous mixture is obtained. Potassium hydroxide (3.15 g, 56.1 mmol) is added and the resulting mixture is heated overnight at 120° C. After 24 hours, the brown/black residue is cooled to room temperature, diluted with CH2Cl2 and stirred with 1N NaOH (100 mL) for 30 minutes. The two layers are separated and the aque... Reactants: C1(=CC=CC=C1)CC(=O)N[C@@H](C)C(=O)O (N-(phenylacetyl)-L-alanine), solid, C(Cl)Cl.CO.[NH4+].[OH-] (CH2Cl2 MeOH NH4OH), Cl.COC([C@@H](N)CCCCNC(=O)OC(C)(C)C)=O (Nε-(tert-butoxycarbonyl)-L-lysine methyl ester hydrochloride). Product: COC([C@@H](NC([C@@H](NC(CC1=CC=CC=C1)=O)C)=O)CCCCNC(=O)OC(C)(C)C)=O (N-[N-(Phenylacetyl)-L-alaninyl]-Nε-(tert-butoxycarbonyl)-L-lysine Methyl Ester). Reaction SMILES: [C:1]1([CH2:7][C:8]([NH:10][C@H:11]([C:13]([OH:15])=O)[CH3:12])=[O:9])[CH:6]=[CH:5][CH:4]=[CH:3][CH:2]=1.Cl.[CH3:17][O:18][C:19](=[O:34])[C@H:20]([CH2:22][CH2:23][CH2:24][CH2:25][NH:26][C:27]([O:29][C:30]([CH3:33])([CH3:32])[CH3:31])=[O:28])[NH2:21].C(Cl)Cl.CO.[NH4+].[OH-]>>[CH3:17][O:18][C:19](=[O:34])[C@H:20]([CH2:22][CH2:23][CH2:24][CH2:25][NH:26][C:27]([O:29][C:30]([CH3:32])([CH3:31])[CH3:33])=[O:28])[NH:21][C:13](=[O:15])[C@H:11]([CH3:12])[NH:10][C:8](=[O:9])[CH2:7][C:1]1[CH:2]=[CH:3][CH:4]=[CH:5][CH:6]=1 |f:1.2,3.4.5.6|. Reported procedure: Following General Procedure A and using N-(phenylacetyl)-L-alanine (from Example B1 above) and Nε-(tert-butoxycarbonyl)-L-lysine methyl ester hydrochloride (Bachem), the title compound was prepared as a solid (mp=119-121° C.). The reaction was monitored by tlc (Rf=0.46 in 90:10:1 CH2Cl2\MeOH\NH4OH). The reactants are ClC1=NC(=NC=C1C(F)(F)F)NC1=C(C=C(CP(OCC)(OCC)=O)C=C1)OC (Diethyl (4-{[4-chloro-5-(trifluoromethyl)pyrimidin-2-yl]amino}-3-methoxybenzyl)phosphonate), C(=O)(C(F)(F)F)O (TFA), NC=1C(=NC=CC1)C(=O)NC (3-amino-N-methylpyridine-2-carboxamide), NC=1C(=NC=CC1)C(=O)NC (3-amino-N-methylpyridine-2-carboxamide). Run in O (water). Yields the product COC=1C=C(CP(OCC)(OCC)=O)C=CC1NC1=NC=C(C(=N1)NC=1C(=NC=CC1)C(NC)=O)C(F)(F)F (Diethyl (3-methoxy-4-{[4-{[2-(methylcarbamoyl)pyridin-3-yl]amino}-5-(trifluoromethyl)pyrimidin-2-yl]amino}benzyl)phosphonate). Reaction SMILES: Cl[C:2]1[C:7]([C:8]([F:11])([F:10])[F:9])=[CH:6][N:5]=[C:4]([NH:12][C:13]2[CH:27]=[CH:26][C:16]([CH2:17][P:18](=[O:25])([O:22][CH2:23][CH3:24])[O:19][CH2:20][CH3:21])=[CH:15][C:14]=2[O:28][CH3:29])[N:3]=1.[NH2:30][C:31]1[C:32]([C:37]([NH:39][CH3:40])=[O:38])=[N:33][CH:34]=[CH:35][CH:36]=1.C(O)(C(F)(F)F)=O>O>[CH3:29][O:28][C:14]1[CH:15]=[C:16]([CH:26]=[CH:27][C:13]=1[NH:12][C:4]1[N:3]=[C:2]([NH:30][C:31]2[C:32]([C:37](=[O:38])[NH:39][CH3:40])=[N:33][CH:34]=[CH:35][CH:36]=2)[C:7]([C:8]([F:11])([F:10])[F:9])=[CH:6][N:5]=1)[CH2:17][P:18](=[O:25])([O:22][CH2:23][CH3:24])[O:19][CH2:20][CH3:21]. Reported procedure: Diethyl (4-{[4-chloro-5-(trifluoromethyl)pyrimidin-2-yl]amino}-3-methoxybenzyl)phosphonate (30.0 mg, 0.0661 mmol) and 3-amino-N-methylpyridine-2-carboxamide (Compound 231C, 15.0 mg, 0.0992 mmol) were taken up in TFE (2.7 mL, 37 mmol) and treated with TFA (15.3 uL, 0.198 mmol). This mixture was irradiated on the CEM for 120 min at 100° C. Rxn mixture was poured into water and extracted twice with EtOAc. The combined organic layers were dried over Na2SO4, filtered, concentrated and purified on an ...